This data is from the Open Reaction Database (ORD), a public repository of structured organic reaction records. The task is: describe an organic reaction: reactants, conditions, products, and yield Reactants: COc1ccccc1CC1CCNCC1, CC(C)CCNC(=O)c1ccc(Cl)nn1. The product is COc1ccccc1CC1CCN(c2ccc(C(=O)NCCC(C)C)nn2)CC1. As a reaction SMILES: [CH3:16][O:17][c:18]1[c:19]([CH2:20][CH:21]2[CH2:22][CH2:23][NH:24][CH2:25][CH2:26]2)[cH:27][cH:28][cH:29][cH:30]1.[Cl:1][c:2]1[cH:3][cH:4][c:5]([C:8](=[O:9])[NH:10][CH2:11][CH2:12][CH:13]([CH3:14])[CH3:15])[n:6][n:7]1>>[c:2]1([N:24]2[CH2:23][CH2:22][CH:21]([CH2:20][c:19]3[c:18]([O:17][CH3:16])[cH:30][cH:29][cH:28][cH:27]3)[CH2:26][CH2:25]2)[cH:3][cH:4][c:5]([C:8](=[O:9])[NH:10][CH2:11][CH2:12][CH:13]([CH3:14])[CH3:15])[n:6][n:7]1.